Dataset: the Open Reaction Database (ORD), a public repository of structured organic reaction records. Task: describe an organic reaction: reactants, conditions, products, and yield Starting materials: NC1=C(C(=O)O)C=CC(=C1)N1CCOCC1 (2-amino-4-morpholin-4-ylbenzoic acid), C(C)(=O)O.C(=N)N (formamidine acetate). The solvent is C(C)O (ethanol). The product is N1(CCOCC1)C1=CC=C2C(NC=NC2=C1)=O (7-morpholin-4-yl-3H-quinazolin-4-one). The yield is 50.1%. RXN SMILES: [NH2:1][C:2]1[CH:10]=[C:9]([N:11]2[CH2:16][CH2:15][O:14][CH2:13][CH2:12]2)[CH:8]=[CH:7][C:3]=1[C:4]([OH:6])=O.C(O)(=O)C.[CH:21](N)=[NH:22]>C(O)C>[N:11]1([C:9]2[CH:10]=[C:2]3[C:3]([C:4](=[O:6])[NH:22][CH:21]=[N:1]3)=[CH:7][CH:8]=2)[CH2:16][CH2:15][O:14][CH2:13][CH2:12]1 |f:1.2|. Procedure details: 4.22 g (0.019 mol) of 2-amino-4-morpholin-4-ylbenzoic acid and 4.0 g (0.038 mol) of formamidine acetate were suspended in 40 ml of ethanol. The reaction mixture was subsequently stirred under reflux for 16 h. Conventional work-up gave 2.2 g (Y=50%) of 7-morpholin-4-yl-3H-quinazolin-4-one.